This data is from the Open Reaction Database (ORD), a public repository of structured organic reaction records. The task is: describe an organic reaction: reactants, conditions, products, and yield Starting materials: BrC=1SC2=C(N1)C=C(C(=C2OS(=O)(=O)C(F)(F)F)[C@@H](C(=O)OCC)OC(C)(C)C)C ((S)-ethyl 2-(2-bromo-5-methyl-7-(trifluoromethylsulfonyloxy)benzo[d]thiazol-6-yl)-2-tert-butoxyacetate), C([O-])([O-])=O.[K+].[K+] (potassium carbonate), C1(=CCCC1)B(O)O (cyclopentenylboronic acid). The reagents and catalysts are C=1C=CC(=CC1)[P](C=2C=CC=CC2)(C=3C=CC=CC3)[Pd]([P](C=4C=CC=CC4)(C=5C=CC=CC5)C=6C=CC=CC6)([P](C=7C=CC=CC7)(C=8C=CC=CC8)C=9C=CC=CC9)[P](C=1C=CC=CC1)(C=1C=CC=CC1)C=1C=CC=CC1 (Pd(PPh3)4). The solvent is O (water), CCOC(=O)C (EtOAc), C1(=CC=CC=C1)C (toluene), C(C)O (ethanol), O (water). Conditions: temperature 90 celsius, time 2 hour. Product: C(C)(C)(C)O[C@H](C(=O)OCC)C1=C(C2=C(N=C(S2)C2=CCCC2)C=C1C)OS(=O)(=O)C(F)(F)F ((S)-ethyl 2-tert-butoxy-2-(2-cyclopentenyl-5-methyl-7-(trifluoromethylsulfonyloxy)benzo[d]thiazol-6-yl)acetate). Yield: 96.9%. As a reaction SMILES: Br[C:2]1[S:3][C:4]2[C:10]([O:11][S:12]([C:15]([F:18])([F:17])[F:16])(=[O:14])=[O:13])=[C:9]([C@H:19]([O:25][C:26]([CH3:29])([CH3:28])[CH3:27])[C:20]([O:22][CH2:23][CH3:24])=[O:21])[C:8]([CH3:30])=[CH:7][C:5]=2[N:6]=1.C(=O)([O-])[O-].[K+].[K+].[C:37]1(B(O)O)[CH2:41][CH2:40][CH2:39][CH:38]=1>C1(C)C=CC=CC=1.C(O)C.O.CCOC(C)=O.C1C=CC([P]([Pd]([P](C2C=CC=CC=2)(C2C=CC=CC=2)C2C=CC=CC=2)([P](C2C=CC=CC=2)(C2C=CC=CC=2)C2C=CC=CC=2)[P](C2C=CC=CC=2)(C2C=CC=CC=2)C2C=CC=CC=2)(C2C=CC=CC=2)C2C=CC=CC=2)=CC=1>[C:26]([O:25][C@@H:19]([C:9]1[C:8]([CH3:30])=[CH:7][C:5]2[N:6]=[C:2]([C:37]3[CH2:41][CH2:40][CH2:39][CH:38]=3)[S:3][C:4]=2[C:10]=1[O:11][S:12]([C:15]([F:18])([F:17])[F:16])(=[O:14])=[O:13])[C:20]([O:22][CH2:23][CH3:24])=[O:21])([CH3:29])([CH3:28])[CH3:27] |f:1.2.3,^1:65,67,86,105|. Procedure: To a solution of 32 (100 mg, 0.19 mmol) in toluene (1 mL), ethanol (0.5 mL), water (0.5 mL) was added potassium carbonate (77 mg, 0.56 mmol), cyclopentenylboronic acid (25 mg, 0.22 mmol), and Pd(PPh3)4 (11 mg, 0.0094 mmol). The reaction mixture was stirred at 90° C. for 2 h. The reaction was cooled to rt and diluted with water and EtOAc. The layers were separated, dried, filtered, and concentrated in vacuo. The crude material was purified by column chromatography (EtOAc/hexanes) to give 96 mg of... Reactants: O=C([O-])[O-], N#Cc1c(N2CCOCC2)sc(C=O)c1-c1ccc(Cl)cc1Cl, I, [K+], [K+], CC(N)CN. Yields the product CC1CNC(c2sc(N3CCOCC3)c(C#N)c2-c2ccc(Cl)cc2Cl)=N1. Reaction SMILES: [C:30](=[O:31])([O-:32])[O-:33].[Cl:1][c:2]1[c:3](-[c:9]2[c:10]([C:22]#[N:23])[c:11]([N:16]3[CH2:17][CH2:18][O:19][CH2:20][CH2:21]3)[s:12][c:13]2[CH:14]=[O:15])[cH:4][cH:5][c:6]([Cl:8])[cH:7]1.[I:29].[K+:34].[K+:35].[NH2:24][CH2:25][CH:26]([CH3:27])[NH2:28]>>[Cl:1][c:2]1[c:3](-[c:9]2[c:10]([C:22]#[N:23])[c:11]([N:16]3[CH2:17][CH2:18][O:19][CH2:20][CH2:21]3)[s:12][c:13]2[C:14]2=[N:28][CH:26]([CH3:27])[CH2:25][NH:24]2)[cH:4][cH:5][c:6]([Cl:8])[cH:7]1. Reactants: COC=1C=C(C(=N)N)C=CC1[N+](=O)[O-] (3-methoxy-4-nitro-benzamidine), ClCC(CC(=O)OCC)=O (ethyl 4-chloracetoacetate), [I-].[K+] (potassium iodide), Cl (hydrochloric acid), C([O-])([O-])=O.[K+].[K+] (potassium carbonate), [OH-].[Na+] (sodium hydroxide). Solvent: CO (methanol), C(C)#N (acetonitrile), O (water). Conditions: temperature 45 celsius, time 16 hour. Yields the product COC=1C=C(C=CC1[N+](=O)[O-])C=1NC=C(N1)CC(=O)O ([2-(3-methoxy-4-nitro-phenyl)-1H-imidazol-4-yl]-acetic acid). As a reaction SMILES: [CH3:1][O:2][C:3]1[CH:4]=[C:5]([CH:9]=[CH:10][C:11]=1[N+:12]([O-:14])=[O:13])[C:6]([NH2:8])=[NH:7].Cl.C(=O)([O-])[O-].[K+].[K+].Cl[CH2:23][C:24](=O)[CH2:25][C:26]([O:28]CC)=[O:27].[I-].[K+].[OH-].[Na+]>CO.C(#N)C.O>[CH3:1][O:2][C:3]1[CH:4]=[C:5]([C:6]2[NH:8][CH:23]=[C:24]([CH2:25][C:26]([OH:28])=[O:27])[N:7]=2)[CH:9]=[CH:10][C:11]=1[N+:12]([O-:14])=[O:13] |f:2.3.4,6.7,8.9|. Reported procedure: 7 g (60% purity, 21.519 mmol) 3-methoxy-4-nitro-benzamidine are dissolved in methanol and combined with 11 ml (44 mmol) 4 N dioxanic hydrochloric acid, the solvents are eliminated in vacuo. The residue and 6.13 g (44.384 mmol) potassium carbonate are suspended in 350 ml acetonitrile and combined with 3.24 ml (22.764 mmol) ethyl 4-chloracetoacetate and 880 mg (5.301 mmol) potassium iodide. The reaction mixture is stirred for 16 h at 45° C. The reaction mixture is diluted with water and combined w... Starting materials: C[C@@H]1[C@@H]([C@@H]([C@H]([C@H](O1)O[C@H]2[C@@H](O[C@@H]([C@@H]([C@]2(C)O)O)C)OC3=CC=CC4=C3C5=C6C7=C(C=CC(=C7C(=O)O5)C)OC(=O)C6=C4O)N)OC)O (elsamicin A), C(C)(=O)OC(C)=O (acetic anhydride), O (Water). Run in CO (methanol). Reaction conditions: time 1 hour. Yields the product C[C@@H]1[C@@H]([C@@H]([C@H]([C@H](O1)O[C@H]2[C@@H](O[C@@H]([C@@H]([C@]2(C)O)O)C)OC3=CC=CC4=C3C5=C6C7=C(C=CC(=C7C(=O)O5)C)OC(=O)C6=C4O)NC(=O)C)OC)O (N-Acetylelsamicin A). The yield is 100.0%. As a reaction SMILES: [CH3:1][C@H:2]1[O:7][C@H:6]([O:8][C@@H:9]2[C@:14]([OH:16])([CH3:15])[C@@H:13]([OH:17])[C@@H:12]([CH3:18])[O:11][C@H:10]2[O:19][C:20]2[C:25]3[C:26]4[O:36][C:34](=[O:35])[C:33]5[C:28]6=[C:29]([O:38][C:39]([C:41](=[C:42]([OH:43])[C:24]=3[CH:23]=[CH:22][CH:21]=2)[C:27]=46)=[O:40])[CH:30]=[CH:31][C:32]=5[CH3:37])[C@H:5]([NH2:44])[C@@H:4]([O:45][CH3:46])[C@H:3]1[OH:47].[C:48](OC(=O)C)(=[O:50])[CH3:49].O>CO>[CH3:1][C@H:2]1[O:7][C@H:6]([O:8][C@@H:9]2[C@:14]([OH:16])([CH3:15])[C@@H:13]([OH:17])[C@@H:12]([CH3:18])[O:11][C@H:10]2[O:19][C:20]2[C:25]3[C:26]4[O:36][C:34](=[O:35])[C:33]5[C:28]6=[C:29]([O:38][C:39]([C:41](=[C:42]([OH:43])[C:24]=3[CH:23]=[CH:22][CH:21]=2)[C:27]=46)=[O:40])[CH:30]=[CH:31][C:32]=5[CH3:37])[C@H:5]([NH:44][C:48]([CH3:49])=[O:50])[C@@H:4]([O:45][CH3:46])[C@H:3]1[OH:47]. Procedure details: A mixture of elsamicin A (65.4 mg) and acetic anhydride (0.1 ml) in dry methanol (2 ml) was stirred at room temperature for 1 hour. Water (1 ml) was added and the mixture was evaporated in vacuo to give a yellow oil, which was purified by column chromatography on silica gel to give 70.5 mg (100%) of the desired product. The reactants are O=C([O-])[O-], CCOC(C)=O, [Cs+], [Cs+], Fc1ccc(C(F)(F)F)cc1OC(F)F, CN(C)C=O, Oc1ccc2ccoc2c1. The product is FC(F)Oc1cc(C(F)(F)F)ccc1Oc1ccc2ccoc2c1. Reaction SMILES: [C:26](=[O:27])([O-:28])[O-:29].[CH3:37][CH2:38][O:39][C:40](=[O:41])[CH3:42].[Cs+:30].[Cs+:31].[F:11][CH:12]([O:13][c:14]1[c:15]([F:24])[cH:16][cH:17][c:18]([C:20]([F:21])([F:22])[F:23])[cH:19]1)[F:25].[O:32]=[CH:33][N:34]([CH3:35])[CH3:36].[o:1]1[cH:2][cH:3][c:4]2[c:5]1[cH:6][c:7]([OH:10])[cH:8][cH:9]2>>[o:1]1[cH:2][cH:3][c:4]2[c:5]1[cH:6][c:7]([O:10][c:15]1[c:14]([O:13][CH:12]([F:11])[F:25])[cH:19][c:18]([C:20]([F:21])([F:22])[F:23])[cH:17][cH:16]1)[cH:8][cH:9]2. Starting materials: N#Cc1ccc(C=O)cc1, C1CCOC1, CC(C)(C)CCBr, I. Product: CC(C)(C)CCC(=O)c1ccc(C#N)cc1. Reaction SMILES: [C:9](#[N:10])[c:11]1[cH:12][cH:13][c:14]([CH:15]=[O:16])[cH:17][cH:18]1.[CH2:19]1[O:20][CH2:21][CH2:22][CH2:23]1.[CH3:2][C:3]([CH2:4][CH2:5][Br:6])([CH3:7])[CH3:8].[I:1]>>[CH3:2][C:3]([CH2:4][CH2:5][C:15]([c:14]1[cH:13][cH:12][c:11]([C:9]#[N:10])[cH:18][cH:17]1)=[O:16])([CH3:7])[CH3:8]. RXN SMILES: [NH2:1][C@H:2]([C:6]([NH:8][C@H:9]([C:14]([NH:16][C@@H:17]([C:26]([OH:28])=[O:27])[CH2:18][C:19]1[CH:24]=[CH:23][C:22]([OH:25])=[CH:21][CH:20]=1)=[O:15])[CH2:10][C:11](=[O:13])[OH:12])=[O:7])[C@@H:3]([CH3:5])[OH:4].[ClH:29]>O>[NH2:1][C@H:2]([C:6]([NH:8][C@H:9]([C:14]([NH:16][C@@H:17]([C:26]([OH:28])=[O:27])[CH2:18][C:19]1[CH:24]=[CH:23][C:22]([OH:25])=[CH:21][CH:20]=1)=[O:15])[CH2:10][C:11](=[O:12])[OH:13])=[O:7])[C@@H:3]([CH3:5])[OH:4].[ClH:29] |f:3.4|. Run in O (water). Yields the product N[C@@H]([C@H](O)C)C(=O)N[C@@H](CC(O)=O)C(=O)N[C@H](CC1=CC=C(C=C1)O)C(=O)O.Cl (H-Thr-Asp-D-Tyr-OH hydrochloride). Starting materials: N[C@@H]([C@H](O)C)C(=O)N[C@@H](CC(O)=O)C(=O)N[C@H](CC1=CC=C(C=C1)O)C(=O)O (H-Thr-Asp-D-Tyr-OH), Cl (HCl). Procedure details: H-Thr-Asp-D-Tyr-OH is dissolved in 5 volumes of water, and the solution is added with an equivalent amount of 1N HCl. By freeze-drying or diluting with acetone the solution, the hydrochloride is obtained as a very water soluble powder.